This data is from the Open Reaction Database (ORD), a public repository of structured organic reaction records. The task is: describe an organic reaction: reactants, conditions, products, and yield Run in C1CCOC1 (THF), hexanes. Reactants: COC(N(CC1=CC(=CC(=C1)C(F)(F)F)[N+](=O)[O-])CC1=C(C=CC(=C1)C(F)(F)F)C1=C(C=CC(=C1)C(C)C)OC)=O (methyl{[5′-isopropyl-2′-methoxy-4-(trifluoromethyl)biphenyl-2-yl]methyl}[3-nitro-5-(trifluoromethyl)benzyl]carbamate). Reaction SMILES: [CH3:1][O:2][C:3](=[O:41])[N:4]([CH2:19][C:20]1[CH:25]=[C:24]([C:26]([F:29])([F:28])[F:27])[CH:23]=[CH:22][C:21]=1[C:30]1[CH:35]=[C:34]([CH:36]([CH3:38])[CH3:37])[CH:33]=[CH:32][C:31]=1[O:39][CH3:40])[CH2:5][C:6]1[CH:11]=[C:10]([C:12]([F:15])([F:14])[F:13])[CH:9]=[C:8]([N+:16]([O-])=O)[CH:7]=1>C1COCC1.O=[Pt]=O>[CH3:1][O:2][C:3](=[O:41])[N:4]([CH2:5][C:6]1[CH:11]=[C:10]([C:12]([F:15])([F:14])[F:13])[CH:9]=[C:8]([NH2:16])[CH:7]=1)[CH2:19][C:20]1[CH:25]=[C:24]([C:26]([F:29])([F:28])[F:27])[CH:23]=[CH:22][C:21]=1[C:30]1[CH:35]=[C:34]([CH:36]([CH3:38])[CH3:37])[CH:33]=[CH:32][C:31]=1[O:39][CH3:40]. Run at time 2 hour. Yields the product COC(N(CC1=C(C=CC(=C1)C(F)(F)F)C1=C(C=CC(=C1)C(C)C)OC)CC1=CC(=CC(=C1)C(F)(F)F)N)=O (methyl[3-amino-5-(trifluoromethyl)benzyl]{[5′-isopropyl-2′-methoxy-4-(trifluoromethyl)biphenyl-2-yl]methyl}carbamate). The reagents and catalysts are O=[Pt]=O (PtO2). Procedure: A solution of methyl{[5′-isopropyl-2′-methoxy-4-(trifluoromethyl)biphenyl-2-yl]methyl}[3-nitro-5-(trifluoromethyl)benzyl]carbamate (174 mg, 0.03 mmol) (Example 22) and PtO2 (10 mg) in THF (10 mL) was placed under hydrogen. The reaction was stirred at room temperature under hydrogen for two hours. The reaction was then diluted with hexanes (25 mL), loaded on a silica gel column, and purified with 15% EtOAc/hexanes to afford methyl[3-amino-5-(trifluoromethyl)benzyl]{[5′-isopropyl-2′-methoxy-4-(tri... Reactants: C(C)(=O)N1N=C(C2=CC(=CC=C12)C(=O)NCCC(=O)OC(C)(C)C)C1=CC=C(C=C1)F (tert-butyl 3-{[1-acetyl-3-(4-fluorophenyl)-1H-indazol-5-yl]carbonylamino}propanoate), CO (methanol), [OH-].[NH4+] (ammonium hydroxide), C(C)(=O)[O-].[NH4+] (Ammonium acetate), N—N′-carbonyldiimidazole. The solvent is CN(C=O)C (dimethyl formamide). Conditions: temperature 80 celsius, time 2 hour. Yields the product C(N)(=O)CCNC(=O)C=1C=C2C(=NNC2=CC1)C1=CC=C(C=C1)F (N-(2-carbamoylethyl)[3-(4-fluorophenyl)(1H-indazol-5-yl)]carboxamide). The yield is 19.0%. RXN SMILES: C([N:4]1[C:12]2[C:7](=[CH:8][C:9]([C:13]([NH:15][CH2:16][CH2:17][C:18]([O:20]C(C)(C)C)=O)=[O:14])=[CH:10][CH:11]=2)[C:6]([C:25]2[CH:30]=[CH:29][C:28]([F:31])=[CH:27][CH:26]=2)=[N:5]1)(=O)C.CO.[OH-].[NH4+:35].C([O-])(=O)C.[NH4+]>CN(C)C=O>[C:18]([CH2:17][CH2:16][NH:15][C:13]([C:9]1[CH:8]=[C:7]2[C:12](=[CH:11][CH:10]=1)[NH:4][N:5]=[C:6]2[C:25]1[CH:26]=[CH:27][C:28]([F:31])=[CH:29][CH:30]=1)=[O:14])(=[O:20])[NH2:35] |f:2.3,4.5|. Procedure: A sealed tube containing tert-butyl 3-{[1-acetyl-3-(4-fluorophenyl)-1H-indazol-5-yl]carbonylamino}propanoate (115 mg, 0.270 mmol) and methanol saturated with ammonium hydroxide (2 mL) was heated to 80° C. for 18 hours. The solution was condensed to give an oil. The oil was dissolved in dimethyl formamide (5 mL) with N—N′-carbonyldiimidazole (110 mg). The solution was allowed to stir for two hours at ambient temperature. Ammonium acetate (160 mg) was added and the reaction mixture was allowed to ... The reactants are Cl (HCl), ClC1=NC=C(C=C1Cl)CO (2,3-dichloro-5-hydroxymethylpyridine), N1=CC=CC=C1 (pyridine), P(=O)(Cl)(Cl)Cl (phosphorous oxychloride). Run in ClCCl (dichloromethane). Reaction conditions: time 2 hour. Yields the product ClC1=NC=C(C=C1Cl)CCl (2,3-dichloro-5-chloromethylpyridine). The yield is 77.4%. As a reaction SMILES: [Cl:1][C:2]1[C:7]([Cl:8])=[CH:6][C:5]([CH2:9]O)=[CH:4][N:3]=1.N1C=CC=CC=1.P(Cl)(Cl)([Cl:19])=O.Cl>ClCCl>[Cl:1][C:2]1[C:7]([Cl:8])=[CH:6][C:5]([CH2:9][Cl:19])=[CH:4][N:3]=1. Reported procedure: To a stirred solution of 2,3-dichloro-5-hydroxymethylpyridine (4.4 g, 25 mmol) and pyridine (2.61 g, 33 mmol) in dichloromethane (75 mL) was added rapidly phosphorous oxychloride (4.91 g, 32 mmol). An exothermic reaction sufficient to boil the reaction mixture ensued. After stirring at room temperature for 2 h, 1 N HCl aqueous solution (50 mL) was carefully added to the reaction mixture and the stirring continued for 10 min. The organic phase was separated and the aqueous phase extracted with di... Starting materials: S1N=C(C2=C1C=CC=C2)[S-].[K+] (Potassium 1,2-benzoisothiazole-3-thiolate), BrCCC(=C(F)F)F (4-bromo-1,1,2-trifluorobut-1-ene), ice water. Solvent: CN(C=O)C (dimethylformamide), CN(C=O)C (dimethylformamide). Conditions: time 2 hour. Yields the product FC(CCSC1=NSC2=C1C=CC=C2)=C(F)F (3-(3,4,4-Trifluoro-3-butenylthio)-1,2-benzoisothiazole). Reaction SMILES: [S:1]1[C:5]2[CH:6]=[CH:7][CH:8]=[CH:9][C:4]=2[C:3]([S-:10])=[N:2]1.[K+].Br[CH2:13][CH2:14][C:15]([F:19])=[C:16]([F:18])[F:17]>CN(C)C=O>[F:19][C:15](=[C:16]([F:18])[F:17])[CH2:14][CH2:13][S:10][C:3]1[C:4]2[CH:9]=[CH:8][CH:7]=[CH:6][C:5]=2[S:1][N:2]=1 |f:0.1|. Reported procedure: 2.05 g (0.01 mol) Potassium 1,2-benzoisothiazole-3-thiolate was suspended in 25 ml dimethylformamide. At a temperature of 20° C., a solution of 2.3 g (0.01 mol) 4-bromo-1,1,2-trifluorobut-1-ene in 10 ml dimethylformamide was added dropwise. The mixture was then stirred for 2 hours at room temperature. The mixture was added to 300 ml ice/water and extracted several times with ethyl acetate. The organic phase was dried over magnesium sulphate, filtered and concentrated. The residual oil was purifi...